Dataset: the Open Reaction Database (ORD), a public repository of structured organic reaction records. Task: describe an organic reaction: reactants, conditions, products, and yield Starting materials: ClCCl, O=C(O)c1ccc(S(=O)(=O)Cl)cc1, O=S(Cl)Cl. Product: COC(=O)c1ccc(S(=O)(=O)Cl)cc1. As a reaction SMILES: [Cl:14][CH2:15][Cl:16].[Cl:1][S:2](=[O:3])(=[O:4])[c:5]1[cH:6][cH:7][c:8]([C:9](=[O:10])[OH:11])[cH:12][cH:13]1.[S:17]([Cl:18])([Cl:19])=[O:20]>>[Cl:1][S:2](=[O:3])(=[O:4])[c:5]1[cH:6][cH:7][c:8]([C:9](=[O:10])[O:11][CH3:15])[cH:12][cH:13]1. The reactants are COC1=CC=C2CCCC(C2=C1)C(=O)O (7-methoxy-1,2,3,4-tetrahydronaphthalene-1-carboxylic acid), CN(C1=NC=CC=C1CNC1=CC=C(C=C1)C(C)C)C ([(2-dimethylaminopyridin-3-yl)methyl](4-isopropylphenyl)amine). Product: CN(C1=NC=CC=C1CN(C(=O)C1CCCC2=CC=C(C=C12)OC)C1=CC=C(C=C1)C(C)C)C (N-[(2-dimethylaminopyridin-3-yl)methyl]-N-(4-isopropylphenyl)-7-methoxy-1,2,3,4-tetrahydronaphthalene-1-carboxamide). The yield is 85.4%. As a reaction SMILES: [CH3:1][O:2][C:3]1[CH:12]=[C:11]2[C:6]([CH2:7][CH2:8][CH2:9][CH:10]2[C:13]([OH:15])=O)=[CH:5][CH:4]=1.[CH3:16][N:17]([CH3:35])[C:18]1[C:23]([CH2:24][NH:25][C:26]2[CH:31]=[CH:30][C:29]([CH:32]([CH3:34])[CH3:33])=[CH:28][CH:27]=2)=[CH:22][CH:21]=[CH:20][N:19]=1>>[CH3:16][N:17]([CH3:35])[C:18]1[C:23]([CH2:24][N:25]([C:26]2[CH:27]=[CH:28][C:29]([CH:32]([CH3:33])[CH3:34])=[CH:30][CH:31]=2)[C:13]([CH:10]2[C:11]3[C:6](=[CH:5][CH:4]=[C:3]([O:2][CH3:1])[CH:12]=3)[CH2:7][CH2:8][CH2:9]2)=[O:15])=[CH:22][CH:21]=[CH:20][N:19]=1. Reported procedure: By the reaction and treatment in the same manner as in Example 12 using 7-methoxy-1,2,3,4-tetrahydronaphthalene-1-carboxylic acid (0.31 g) and [(2-dimethylaminopyridin-3-yl)methyl](4-isopropylphenyl)amine (0.40 g) as starting materials, N-[(2-dimethylaminopyridin-3-yl)methyl]-N-(4-isopropylphenyl)-7-methoxy-1,2,3,4-tetrahydronaphthalene-1-carboxamide (0.58 g) was obtained. Starting materials: N[C@H](CO)C ((S)-2-aminopropan-1-ol), Cl.N[C@H](CO)C1=CC(=C(C=C1)OC)F ((S)-2-Amino-2-(3-fluoro-4-methoxyphenyl)ethanol hydrochloride), NC1CCOCC1 (4-amino-tetrahydropyran), Cl.FC=1C=C(C=CC1OC)[C@H](N)C=1C=NN(C1)C ((S)-(3-Fluoro-4-methoxyphenyl)(1-methyl-1H-pyrazol-4-yl)methanamine hydrochloride). Product: FC=1C=C(C=CC1OC)[C@@H](CO)NC(=O)C=1C=C2C=C(N=CC2=CC1)NC1CCOCC1 (3-(Tetrahydro-pyran-4-ylamino)-isoquinoline-6-carboxylic acid [(S)-1-(3-fluoro-4-methoxy-phenyl)-2-hydroxy-ethyl]-amide). As a reaction SMILES: N[C@@H:2]([CH3:5])[CH2:3][OH:4].[NH2:6][CH:7]1[CH2:12][CH2:11][O:10][CH2:9][CH2:8]1.Cl.FC1C=[C:17]([C@@H:23]([C:25]2C=N[N:28]([CH3:30])[CH:29]=2)N)[CH:18]=[CH:19]C=1OC.Cl.[NH2:32][C@@H:33]([C:36]1[CH:41]=[CH:40][C:39]([O:42][CH3:43])=[C:38]([F:44])[CH:37]=1)[CH2:34][OH:35]>>[F:44][C:38]1[CH:37]=[C:36]([C@H:33]([NH:32][C:3]([C:2]2[CH:5]=[C:23]3[C:17](=[CH:18][CH:19]=2)[CH:30]=[N:28][C:29]([NH:6][CH:7]2[CH2:12][CH2:11][O:10][CH2:9][CH2:8]2)=[CH:25]3)=[O:4])[CH2:34][OH:35])[CH:41]=[CH:40][C:39]=1[O:42][CH3:43] |f:2.3,4.5|. Reported procedure: 3-(Tetrahydro-pyran-4-ylamino)-isoquinoline-6-carboxylic acid [(S)-1-(3-fluoro-4-methoxy-phenyl)-2-hydroxy-ethyl]-amide (II-17) was prepared analogously except in step 2, (S)-2-aminopropan-1-ol was replaced with 4-amino-tetrahydropyran and in step 5, 50c was replaced with (S)-2-amino-2-(3-fluoro-4-methoxyphenyl)ethanol hydrochloride (62d). 1H NMR (500 MHz, DMSO-d6) δ 8.91 (s, 1H), 8.76 (d, J=8.5 Hz, 1H), 8.08 (s, 1H), 7.85 (d, J=8.5 Hz, 1H), 7.53 (d, J=9.0 Hz, 1H), 7.27 (d, J=13.0 Hz, 1H), 7.17 ...